Dataset: the Open Reaction Database (ORD), a public repository of structured organic reaction records. Task: describe an organic reaction: reactants, conditions, products, and yield Starting materials: CC(CCCCCCCCCCCC(CC(=O)OCC1=CC=CC=C1)=O)C (benzyl 15-methyl-3-oxohexadecanoate), [BH4-].[Na+] (sodium borohydride), C(C)(=O)OCC (ethyl acetate), Cl (hydrochloric acid). Run in CC(C)O (2-propanol). Reaction conditions: temperature 0 celsius, time 2 hour. Product: OC(CC(=O)OCC1=CC=CC=C1)CCCCCCCCCCCC(C)C (benzyl 3-hydroxy-15-methylhexadecanoate). The yield is 55.8%. Reaction SMILES: [CH3:1][CH:2]([CH3:27])[CH2:3][CH2:4][CH2:5][CH2:6][CH2:7][CH2:8][CH2:9][CH2:10][CH2:11][CH2:12][CH2:13][C:14](=[O:26])[CH2:15][C:16]([O:18][CH2:19][C:20]1[CH:25]=[CH:24][CH:23]=[CH:22][CH:21]=1)=[O:17].[BH4-].[Na+].C(OCC)(=O)C.Cl>CC(O)C>[OH:26][CH:14]([CH2:13][CH2:12][CH2:11][CH2:10][CH2:9][CH2:8][CH2:7][CH2:6][CH2:5][CH2:4][CH2:3][CH:2]([CH3:27])[CH3:1])[CH2:15][C:16]([O:18][CH2:19][C:20]1[CH:25]=[CH:24][CH:23]=[CH:22][CH:21]=1)=[O:17] |f:1.2|. Reported procedure: To a solution of benzyl 15-methyl-3-oxohexadecanoate (3.74 g) in 2-propanol (50 ml) was added sodium borohydride (0.38 g) at 0° C. The mixture was stirred at 0° C. for 2 hours and poured into a mixture of ethyl acetate and diluted hydrochloric acid. The organic layer was washed with water, dried over magnesium sulfate and evaporated. The residue was chromatographed on a silica gel column eluting with a mixture of n-hexane and ethyl acetate (10:1) to give benzyl 3-hydroxy-15-methylhexadecanoate a... Reactants: OC1=CC=C(C=C1)CCCN1C=NC=C1 (1-[3-(4-hydroxyphenyl)propyl]imidazole), ClCC=1N=C(OC1)C=1SC=CC1C (4-chloromethyl-2-(3-methyl-2-thienyl)oxazole). Product: N1(C=NC=C1)CCCC1=CC=C(OCC=2N=C(OC2)C=2SC=CC2C)C=C1 (4-[4-[3-(1-imidazolyl)propyl]phenoxymethyl]-2-(3-methyl-2-thienyl)oxazole). The yield is 78.0%. RXN SMILES: [OH:1][C:2]1[CH:7]=[CH:6][C:5]([CH2:8][CH2:9][CH2:10][N:11]2[CH:15]=[CH:14][N:13]=[CH:12]2)=[CH:4][CH:3]=1.Cl[CH2:17][C:18]1[N:19]=[C:20]([C:23]2[S:24][CH:25]=[CH:26][C:27]=2[CH3:28])[O:21][CH:22]=1>>[N:11]1([CH2:10][CH2:9][CH2:8][C:5]2[CH:6]=[CH:7][C:2]([O:1][CH2:17][C:18]3[N:19]=[C:20]([C:23]4[S:24][CH:25]=[CH:26][C:27]=4[CH3:28])[O:21][CH:22]=3)=[CH:3][CH:4]=2)[CH:15]=[CH:14][N:13]=[CH:12]1. Reported procedure: In substantially the same manner as in Working Example 72, 1-[3-(4-hydroxyphenyl)propyl]imidazole was allowed to react with 4-chloromethyl-2-(3-methyl-2-thienyl)oxazole to give 4-[4-[3-(1-imidazolyl)propyl]phenoxymethyl]-2-(3-methyl-2-thienyl)oxazole. The yield was 78%. Recrystallization from ethyl acetate-hexane gave colorless prisms, mp 72-73° C. Reactants: [OH-].[K+] (KOH), C(C)(C)(C)[C@@H]1O[C@](C(O1)=O)(C1=CC=CC=C1)C1=CCCC1 ((2R,5S)-2-t-Butyl-5-cyclopent-1-enyl-5-phenyl-1,3-dioxolan-4-one), CO (MeOH), O (Water). The solvent is [Cl-].[NH4+] (ammonium chloride). Reaction conditions: temperature 130 celsius. The product is C1(=CCCC1)[C@@](C(=O)O)(C1=CC=CC=C1)O ((S)-Cyclopent-1-enyl-hydroxyphenylacetic acid). Isolated yield 69.9%. Reaction SMILES: C([C@H]1[O:9][C:8](=[O:10])[C@:7]([C:17]2[CH2:21][CH2:20][CH2:19][CH:18]=2)([C:11]2[CH:16]=[CH:15][CH:14]=[CH:13][CH:12]=2)[O:6]1)(C)(C)C.CO.O.[OH-].[K+]>[Cl-].[NH4+]>[C:17]1([C@:7]([OH:6])([C:11]2[CH:12]=[CH:13][CH:14]=[CH:15][CH:16]=2)[C:8]([OH:10])=[O:9])[CH2:21][CH2:20][CH2:19][CH:18]=1 |f:3.4,5.6|. Reported procedure: Intermediate (1c) (540 mg, 1.9 mmol) was dissolved in MeOH (927 μL, 22.9 mmol). Water (1.84 mL, 102 mmol) was added, followed by the addition of KOH (1.1 g, 18.8 mmol). The reaction was refluxed at 130° C. for 3 hours. The mixture was diluted to 250 mL with saturated ammonium chloride, then washed (2×100 mL hexane). The remaining aqueous emulsion was washed (2×250 mL EtOAc). The EtOAc layers were combined, washed with 50 mL saturated aqueous NaCl, dried over Na2SO4, filtered and concentrated to ...